Dataset: the Open Reaction Database (ORD), a public repository of structured organic reaction records. Task: describe an organic reaction: reactants, conditions, products, and yield Starting materials: BrC1=CC=2N(C3=CC=CC=C13)C=C(N2)C(=O)OCC (ethyl 5-bromoimidazo-[1,2-a]-quinoline-2-carboxylate), [OH-].[Na+] (sodium hydroxide), C (charcoal), Cl (hydrochloric acid). The solvent is CO (methanol), O (water), C(C)O (ethanol), C(Cl)(Cl)Cl (chloroform). The product is BrC1=CC=2N(C3=CC=CC=C13)C=C(N2)C(=O)O (5-bromoimidazo-[1,2-a]-quinoline-2-carboxylic acid). Reaction SMILES: [Br:1][C:2]1[C:11]2[C:6](=[CH:7][CH:8]=[CH:9][CH:10]=2)[N:5]2[CH:12]=[C:13]([C:15]([O:17]CC)=[O:16])[N:14]=[C:4]2[CH:3]=1.[OH-].[Na+].Cl.C>O.C(O)C.C(Cl)(Cl)Cl.CO>[Br:1][C:2]1[C:11]2[C:6](=[CH:7][CH:8]=[CH:9][CH:10]=2)[N:5]2[CH:12]=[C:13]([C:15]([OH:17])=[O:16])[N:14]=[C:4]2[CH:3]=1 |f:1.2|. Procedure: 1.28 g of ethyl 5-bromoimidazo-[1,2-a]-quinoline-2-carboxylate were heated on a steam bath with 5 ml of 1 N sodium hydroxide solution in 20 ml of water and 50 ml of ethanol until a clear solution was obtained (approx. 15 mins). 5 ml of 1 N hydrochloric acid were then added thereto and the solution was allowed to cool slowly to room temperature. The pale green crystals thus formed were filtered off and were washed with methanol. The mother liquors were reduced in volume and cooled to give a secon... The reactants are C1(=CC=C(C=C1)COC1=CC=C(C=C1)CC(=O)O)C1=CC=CC=C1 (4-(4-biphenylylmethoxy)phenylacetic acid), CCN=C=NCCCN(C)C (WSC), C=1C=CC2=C(C1)N=NN2O (HOBt), CN(CCN)C (N,N-Dimethylethylenediamine). The solvent is C1CCOC1 (THF). Conditions: time 18 hour. Product: C1(=CC=C(C=C1)COC1=CC=C(C=C1)CC(=O)NCCN(C)C)C1=CC=CC=C1 (4-(4-Biphenylylmethoxy)phenyl-N-[2-(N,N-dimethylamino)ethyl]acetamide). Yield: 41.0%. Reaction SMILES: [C:1]1([C:19]2[CH:24]=[CH:23][CH:22]=[CH:21][CH:20]=2)[CH:6]=[CH:5][C:4]([CH2:7][O:8][C:9]2[CH:14]=[CH:13][C:12]([CH2:15][C:16](O)=[O:17])=[CH:11][CH:10]=2)=[CH:3][CH:2]=1.CCN=C=NCCCN(C)C.C1C=CC2N(O)N=NC=2C=1.[CH3:46][N:47]([CH3:51])[CH2:48][CH2:49][NH2:50]>C1COCC1>[C:1]1([C:19]2[CH:20]=[CH:21][CH:22]=[CH:23][CH:24]=2)[CH:6]=[CH:5][C:4]([CH2:7][O:8][C:9]2[CH:14]=[CH:13][C:12]([CH2:15][C:16]([NH:50][CH2:49][CH2:48][N:47]([CH3:51])[CH3:46])=[O:17])=[CH:11][CH:10]=2)=[CH:3][CH:2]=1. Procedure details: To a solution of 4-(4-biphenylylmethoxy)phenylacetic acid (0.6 g) in THF (30 ml) were added WSC (0.4 g) and HOBt (0.3 g). N,N-Dimethylethylenediamine (0.2 g) was added to the reaction mixture. After stirring at room temperature for 18 hr, the reaction mixture was poured onto water and extracted with ethyl acetate. The organic layer was washed with water, dried, and concentrated in vacuo. The residue was recrystallized from ethyl acetate/ethanol to obtain the titled compound (0.3 g).